From a dataset of the Open Reaction Database (ORD), a public repository of structured organic reaction records. describe an organic reaction: reactants, conditions, products, and yield The reactants are COC(=O)c1ccc(Br)c(C)c1, C1CCOC1. Yields the product Cc1cc(CO)ccc1Br. As a reaction SMILES: [Br:1][c:2]1[c:3]([CH3:12])[cH:4][c:5]([C:6](=[O:7])[O:8][CH3:9])[cH:10][cH:11]1.[O:13]1[CH2:14][CH2:15][CH2:16][CH2:17]1>>[Br:1][c:2]1[c:3]([CH3:12])[cH:4][c:5]([CH2:6][OH:7])[cH:10][cH:11]1. The reactants are CN1C(=NC=C1)C (1,2-dimethylimidazole), ClC1=NC=C(C=C1)C#N (2-chloro-5-(cyano)pyridine), ClC1=C(C=CC(=C1)Cl)C1=NC(=NC=C1C=1NC=CN1)NCCNC1=NC=C(C=C1)[N+](=O)[O-] ([4-(2,4-dichlorophenyl)-5-imidazol-2-ylpyrimidin-2-yl]{2-[(5-nitro(2-pyridyl))amino]ethyl}amine). The product is ClC1=C(C=CC(=C1)Cl)C1=NC(=NC=C1C=1N(C=CN1)C)NCCNC1=CC=C(C=N1)C#N (6-[(2-{[4-(2,4-dichlorophenyl)-5-(1-methylimidazol-2-yl)pyrimidin-2-yl]amino}-ethyl)amino]pyridine-3-carbonitrile). RXN SMILES: [CH3:1][N:2]1[CH:6]=[CH:5][N:4]=[C:3]1[CH3:7].Cl[C:9]1[CH:14]=[CH:13][C:12]([C:15]#[N:16])=[CH:11][N:10]=1.[Cl:17][C:18]1[CH:23]=[C:22]([Cl:24])[CH:21]=[CH:20][C:19]=1[C:25]1C(C2NC=CN=2)=[CH:29][N:28]=[C:27]([NH:36][CH2:37][CH2:38][NH:39]C2C=CC([N+]([O-])=O)=CN=2)[N:26]=1>>[Cl:17][C:18]1[CH:23]=[C:22]([Cl:24])[CH:21]=[CH:20][C:19]=1[C:25]1[C:7]([C:3]2[N:2]([CH3:1])[CH:6]=[CH:5][N:4]=2)=[CH:29][N:28]=[C:27]([NH:36][CH2:37][CH2:38][NH:39][C:9]2[N:10]=[CH:11][C:12]([C:15]#[N:16])=[CH:13][CH:14]=2)[N:26]=1. Procedure details: 6-[(2-{[4-(2,4-dichlorophenyl)-5-(1-methylimidazol-2-yl)pyrimidin-2-yl]amino}-ethyl)amino]pyridine-3-carbonitrile was prepared from 1,2-dimethylimidazole and 2-chloro-5-(cyano)pyridine using the general method for [4-(2,4-dichlorophenyl)-5-imidazol-2-ylpyrimidin-2-yl]{2-[(5-nitro(2-pyridyl))amino]ethyl}amine. Starting materials: CCCCc1nc(C(C)(C)O)c(C#N)n1C(c1ccccc1)(c1ccccc1)c1ccccc1, CC(=O)O. Yields the product CCCCc1nc(C(C)(C)O)c(C#N)[nH]1. As a reaction SMILES: [CH2:1]([CH2:2][CH2:3][CH3:4])[c:5]1[n:6]([C:16]([c:17]2[cH:18][cH:19][cH:20][cH:21][cH:22]2)([c:23]2[cH:24][cH:25][cH:26][cH:27][cH:28]2)[c:29]2[cH:30][cH:31][cH:32][cH:33][cH:34]2)[c:7]([C:14]#[N:15])[c:8]([C:10]([CH3:11])([CH3:12])[OH:13])[n:9]1.[CH3:35][C:36](=[O:37])[OH:38]>>[CH2:1]([CH2:2][CH2:3][CH3:4])[c:5]1[nH:6][c:7]([C:14]#[N:15])[c:8]([C:10]([CH3:11])([CH3:12])[OH:13])[n:9]1. Reactants: BrC=1C=CC=2N(C1)C=CN2 (6-bromoimidazo [1,2-a] pyridine), [OH-].[K+] (potassium hydroxide), S(O)(O)(=O)=O (sulfuric acid), [N+](=O)(O)[O-] (nitric acid). Conditions: time 0.5 hour. The product is [N+](=O)([O-])C1=CN=C2N1C=C(C=C2)Br (3-nitro 6-bromoimidazo [1,2-a] pyridine). Reaction SMILES: [Br:1][C:2]1[CH:3]=[CH:4][C:5]2[N:6]([CH:8]=[CH:9][N:10]=2)[CH:7]=1.S(=O)(=O)(O)O.[N+:16]([O-])([OH:18])=[O:17].[OH-].[K+]>>[N+:16]([C:8]1[N:6]2[CH:7]=[C:2]([Br:1])[CH:3]=[CH:4][C:5]2=[N:10][CH:9]=1)([O-:18])=[O:17] |f:3.4|. Procedure: A solution of 24 gms. (0.122 mole) of 6-bromoimidazo [1,2-a] pyridine in 80 ml. of concentrated sulfuric acid is treated dropwise with 24 ml. of concentrated nitric acid while maintaining a temperature of 15° C. with external cooling. When the addition is complete, the reaction mixture is stirred at room temperature for 1/2 hour and poured onto 450 gm. of ice. The pH of the mixture is adjusted to pH 4 with aqueous potassium hydroxide and the resultant solids are collected by filtration. The filt... Reactants: FC1=C(C=C(C(=C1)F)F)C1=CC=C(C=C1)OCC1=CC(=CC=C1)[N+](=O)[O-] (2,4,5-trifluoro-4′-(3-nitro-benzyloxy)-biphenyl), Cl (HCl). The reagents and catalysts are [Pd] (Pd/C). Run in CCOC(=O)C (EtOAc), CCO (EtOH). Yields the product Cl.FC1=C(C=C(C(=C1)F)F)C1=CC=C(C=C1)OCC=1C=C(C=CC1)N (3-(2′,4′,5′-trifluoro-biphenyl-4-yloxymethyl)-phenylamine hydrochloride). RXN SMILES: [F:1][C:2]1[CH:7]=[C:6]([F:8])[C:5]([F:9])=[CH:4][C:3]=1[C:10]1[CH:15]=[CH:14][C:13]([O:16][CH2:17][C:18]2[CH:23]=[CH:22][CH:21]=[C:20]([N+:24]([O-])=O)[CH:19]=2)=[CH:12][CH:11]=1.[ClH:27]>CCOC(C)=O.CCO.[Pd]>[ClH:27].[F:1][C:2]1[CH:7]=[C:6]([F:8])[C:5]([F:9])=[CH:4][C:3]=1[C:10]1[CH:15]=[CH:14][C:13]([O:16][CH2:17][C:18]2[CH:19]=[C:20]([NH2:24])[CH:21]=[CH:22][CH:23]=2)=[CH:12][CH:11]=1 |f:5.6|. Procedure details: A solution of 2,4,5-trifluoro-4′-(3-nitro-benzyloxy)-biphenyl (150 mg, 0.418 mmol) and 10% Pd/C (40 mg) in EtOAc (2 mL), EtOH (10 mL) and 6N HCl (100 uL) was hydrogenated at 50 psi for 1.25 hrs. The reaction mixture was filtered through Celite and evaporated to dryness to give 3-(2′,4′,5′-trifluoro-biphenyl-4-yloxymethyl)-phenylamine hydrochloride. LC-MS (ES) calculated for C19H14F3NO, 329.32; found m/z 330 [M+H]+.